Task: describe an organic reaction: reactants, conditions, products, and yield. Dataset: the Open Reaction Database (ORD), a public repository of structured organic reaction records Reactants: CCOC(=O)c1cc(Cl)nc(N(CC)CC)c1, C1COCCO1, O. The product is CCOC(=O)c1cc(C)nc(N(CC)CC)c1. As a reaction SMILES: [CH2:1]([CH3:2])[O:3][C:4]([c:5]1[cH:6][c:7]([Cl:16])[n:8][c:9]([N:11]([CH2:12][CH3:13])[CH2:14][CH3:15])[cH:10]1)=[O:17].[O:18]1[CH2:19][CH2:23][O:22][CH2:21][CH2:20]1.[OH2:24]>>[CH2:1]([CH3:2])[O:3][C:4]([c:5]1[cH:6][c:7]([CH3:19])[n:8][c:9]([N:11]([CH2:12][CH3:13])[CH2:14][CH3:15])[cH:10]1)=[O:17].